From a dataset of the Open Reaction Database (ORD), a public repository of structured organic reaction records. describe an organic reaction: reactants, conditions, products, and yield The reactants are CCOC(CBr)OCC, CN(C)C=O, [H-], Nc1ncccn1, [Na+], O. Yields the product CCOC(CNc1ncccn1)OCC. Reaction SMILES: [CH2:10]([CH3:11])[O:12][CH:13]([CH2:14][Br:15])[O:16][CH2:17][CH3:18].[CH3:20][N:21]([CH3:22])[CH:23]=[O:24].[H-:8].[NH2:1][c:2]1[n:3][cH:4][cH:5][cH:6][n:7]1.[Na+:9].[OH2:19]>>[NH:1]([c:2]1[n:3][cH:4][cH:5][cH:6][n:7]1)[CH2:14][CH:13]([O:12][CH2:10][CH3:11])[O:16][CH2:17][CH3:18]. Reactants: ClC1=CC=C(CC2=CC=CC(=N2)C(OC)=N)C=C1 (methyl 6-p-chlorobenzyl-2-picoline imidate), [Cl-].[NH4+] (ammonium chloride). The solvent is C(C)O (ethanol). The product is Cl.ClC1=CC=C(CC2=CC=CC(=N2)C(=N)N)C=C1 (6-p-chlorobenzyl-2-picoline amidine hydrochloride). RXN SMILES: [Cl:1][C:2]1[CH:18]=[CH:17][C:5]([CH2:6][C:7]2[N:12]=[C:11]([C:13](=[NH:16])OC)[CH:10]=[CH:9][CH:8]=2)=[CH:4][CH:3]=1.[Cl-].[NH4+:20]>C(O)C>[ClH:1].[Cl:1][C:2]1[CH:18]=[CH:17][C:5]([CH2:6][C:7]2[N:12]=[C:11]([C:13]([NH2:20])=[NH:16])[CH:10]=[CH:9][CH:8]=2)=[CH:4][CH:3]=1 |f:1.2,4.5|. Procedure details: A mixture of methyl 6-p-chlorobenzyl-2-picoline imidate (1.2 g, 0.00046 moles) and ammonium chloride (0.27 g, 0.0051 moles) in ethanol (10 ml) was refluxed for 6 hours. Removal of the ethanol in vacuo gave 6-p-chlorobenzyl-2-picoline amidine hydrochloride which was used in the final stage without further purification. Starting materials: ClC=1N=NC(=CC1)C=1C=NC=CC1 (3-chloro-6-(3-pyridyl)pyridazine), C(=O)NN (formic acid hydrazide). Solvent: C(CCC)O (n-butyl alcohol). The product is N1=CC(=CC=C1)C=1C=CC=2N(N1)C=NN2 (6-(3-Pyridyl)-1,2,4-triazolo[4,3-b]pyridazine). As a reaction SMILES: Cl[C:2]1[N:3]=[N:4][C:5]([C:8]2[CH:9]=[N:10][CH:11]=[CH:12][CH:13]=2)=[CH:6][CH:7]=1.[CH:14]([NH:16][NH2:17])=O>C(O)CCC>[N:10]1[CH:11]=[CH:12][CH:13]=[C:8]([C:5]2[CH:6]=[CH:7][C:2]3[N:3]([CH:14]=[N:16][N:17]=3)[N:4]=2)[CH:9]=1. Procedure: A mixture of 1.5 g. of 3-chloro-6-(3-pyridyl)pyridazine and 0.96 g. of formic acid hydrazide in 50 ml. of n-butyl alcohol is refluxed for 48 hours. The reaction mixture is concentrated, partitioned and crystallized as described in Example 1 to afford 1.0 g. of the product of the Example as a cream colored solid, m.p. 199°-200°. The reactants are CS(C)=O, C1CN=C2CCCN2C1, CC(C)C1(Br)Cc2cc(OCC(=O)O)c(Cl)c(Cl)c2C1=O, O. Yields the product CC(C)C1=Cc2cc(OCC(=O)O)c(Cl)c(Cl)c2C1=O. As a reaction SMILES: [CH3:32][S:33](=[O:34])[CH3:35].[N:22]12[CH2:23][CH2:24][CH2:25][C:26]1=[N:27][CH2:28][CH2:29][CH2:30]2.[O:1]=[C:2]1[C:3]([CH:18]([CH3:19])[CH3:20])([Br:21])[CH2:4][c:5]2[cH:6][c:7]([O:13][CH2:14][C:15](=[O:16])[OH:17])[c:8]([Cl:12])[c:9]([Cl:11])[c:10]21.[OH2:31]>>[O:1]=[C:2]1[C:3]([CH:18]([CH3:19])[CH3:20])=[CH:4][c:5]2[cH:6][c:7]([O:13][CH2:14][C:15](=[O:16])[OH:17])[c:8]([Cl:12])[c:9]([Cl:11])[c:10]21. Starting materials: C(C=C)OC(=O)C1(OC2=C(O1)C=CC(=C2)C[C@@H](C)N(C(=O)OCC(Cl)(Cl)Cl)C[C@@H](C2=CC(=CC=C2)Cl)O[Si](C)(C)C(C)(C)C)C(=O)OCC=C (5-{(2R)-2-[[(2R)-2-(tert-butyl-dimethyl-siloxy)-2-(3-chloro-phenyl)-ethyl]-(2,2,2-trichloro-ethoxycarbonyl)-amino]-propyl}-benzo[1,3]dioxole-2,2-dicarboxylic acid diallyl ester), F.N1=CC=CC=C1 (HF·pyridine), F.N1=CC=CC=C1 (HF·pyridine), hexanes EtOAc. Run in C1CCOC1 (THF). Reaction conditions: time 22 hour. The product is C(C=C)OC(=O)C1(OC2=C(O1)C=CC(=C2)C[C@@H](C)N(C(=O)OCC(Cl)(Cl)Cl)C[C@H](O)C2=CC(=CC=C2)Cl)C(=O)OCC=C (5{(2R)-2-[[(2R)-2-(3-Chloro-phenyl)-2-hydroxy-ethyl]-(2,2,2-trichloro-ethoxycarbonyl)-amino]-propyl}-benzo[1,3]dioxole-2,2-dicarboxylic acid diallyl ester). Yield: 83.0%. RXN SMILES: [CH2:1]([O:4][C:5]([C:7]1([C:45]([O:47][CH2:48][CH:49]=[CH2:50])=[O:46])[O:11][C:10]2[CH:12]=[CH:13][C:14]([CH2:16][C@H:17]([N:19]([CH2:28][C@H:29]([O:37][Si](C(C)(C)C)(C)C)[C:30]3[CH:35]=[CH:34][CH:33]=[C:32]([Cl:36])[CH:31]=3)[C:20]([O:22][CH2:23][C:24]([Cl:27])([Cl:26])[Cl:25])=[O:21])[CH3:18])=[CH:15][C:9]=2[O:8]1)=[O:6])[CH:2]=[CH2:3].F.N1C=CC=CC=1>C1COCC1>[CH2:48]([O:47][C:45]([C:7]1([C:5]([O:4][CH2:1][CH:2]=[CH2:3])=[O:6])[O:11][C:10]2[CH:12]=[CH:13][C:14]([CH2:16][C@H:17]([N:19]([CH2:28][C@@H:29]([C:30]3[CH:35]=[CH:34][CH:33]=[C:32]([Cl:36])[CH:31]=3)[OH:37])[C:20]([O:22][CH2:23][C:24]([Cl:25])([Cl:27])[Cl:26])=[O:21])[CH3:18])=[CH:15][C:9]=2[O:8]1)=[O:46])[CH:49]=[CH2:50] |f:1.2|. Procedure: To a 0° C. solution of 650 mg (0.82 mmol) 5-{(2R)-2-[[(2R)-2-(tert-butyl-dimethyl-siloxy)-2-(3-chloro-phenyl)-ethyl]-(2,2,2-trichloro-ethoxycarbonyl)-amino]-propyl}-benzo[1,3]dioxole-2,2-dicarboxylic acid diallyl ester and 20 mL THF was added 1.0 mL of HF·pyridine, and the reaction mixture was warmed to room temperature. After 22 h, TLC indicated that some starting material remained (Rf =0.62 (2/1 hexanes/EtOAc), and an additional 1.0 mL of HF·pyridine was added. After a total of 26 h, TLC indic... Reactants: IC(C)C (2-Iodopropane), C1(CC1)C1=C(C(=C(C=O)C=C1C1CC1)O)F (4,5-dicyclopropyl-3-fluoro-2-hydroxybenzaldehyde), C([O-])([O-])=O.[K+].[K+] (potassium carbonate), CN(C)C=O (DMF). The solvent is O (Water). Reaction conditions: time 2 hour. The product is C1(CC1)C1=C(C(=C(C=O)C=C1C1CC1)OC(C)C)F (4,5-Dicyclopropyl-3-fluoro-2-isopropoxybenzaldehyde). Isolated yield 97.6%. Reaction SMILES: I[CH:2]([CH3:4])[CH3:3].[CH:5]1([C:8]2[C:15]([CH:16]3[CH2:18][CH2:17]3)=[CH:14][C:11]([CH:12]=[O:13])=[C:10]([OH:19])[C:9]=2[F:20])[CH2:7][CH2:6]1.C(=O)([O-])[O-].[K+].[K+].CN(C=O)C>O>[CH:5]1([C:8]2[C:15]([CH:16]3[CH2:18][CH2:17]3)=[CH:14][C:11]([CH:12]=[O:13])=[C:10]([O:19][CH:2]([CH3:4])[CH3:3])[C:9]=2[F:20])[CH2:6][CH2:7]1 |f:2.3.4|. Procedure: 2-Iodopropane (862 mg) was added at room temperature to a mixture of 4,5-dicyclopropyl-3-fluoro-2-hydroxybenzaldehyde (744 mg), potassium carbonate (934 mg), and DMF (20 mL), and the mixture was stirred at 60 C for 2 hours in a nitrogen atmosphere. Water was added to the reaction mixture, followed by extraction with ethyl acetate. The obtained organic layer was washed with water and saturated saline in this order and dried over anhydrous magnesium sulfate, and then, the solvent was distilled off...